The task is: describe an organic reaction: reactants, conditions, products, and yield. This data is from the Open Reaction Database (ORD), a public repository of structured organic reaction records. Reactants: ClC=1C=C(C=CC1OCC1CC1)C=1OC2=C(N1)CCC1(OCCO1)C2 (2-(3-chloro-4-(cyclopropylmethoxy)phenyl)-4,7-dihydro-5H-spiro[1,3-benzoxazole-6,2′-[1,3]dioxolane]), C1CCOC1 (THF), Cl (hydrochloric acid), C(O)([O-])=O.[Na+] (sodium hydrogen carbonate). Solvent: O (water), CO (methanol). Conditions: temperature 70 celsius, time 1 hour. Yields the product ClC=1C=C(C=CC1OCC1CC1)C=1OC2=C(N1)CCC(C2)O (2-(3-chloro-4-(cyclopropylmethoxy)phenyl)-4,5,6,7-tetrahydro-1,3-benzoxazol-6-ol). Isolated yield 74.8%. As a reaction SMILES: [Cl:1][C:2]1[CH:3]=[C:4]([C:13]2[O:14][C:15]3[CH2:25][C:20]4(OCC[O:21]4)[CH2:19][CH2:18][C:16]=3[N:17]=2)[CH:5]=[CH:6][C:7]=1[O:8][CH2:9][CH:10]1[CH2:12][CH2:11]1.C1COCC1.Cl.C(=O)([O-])O.[Na+]>O.CO>[Cl:1][C:2]1[CH:3]=[C:4]([C:13]2[O:14][C:15]3[CH2:25][CH:20]([OH:21])[CH2:19][CH2:18][C:16]=3[N:17]=2)[CH:5]=[CH:6][C:7]=1[O:8][CH2:9][CH:10]1[CH2:11][CH2:12]1 |f:3.4|. Procedure details: To 2-(3-chloro-4-(cyclopropylmethoxy)phenyl)-4,7-dihydro-5H-spiro[1,3-benzoxazole-6,2′-[1,3]dioxolane] (10.0 g) in a mixed solvent of THF (50 mL)-methanol (25 mL)-water (25 mL) was added 6 M hydrochloric acid (27.6 mL), and the mixture was stirred at 70° C. for 1 hr. The reaction mixture was neutralized with saturated aqueous sodium hydrogen carbonate solution, and the mixture was extracted with ethyl acetate. To the organic layer was added sodium tetrahydroborate (1.05 g), and the mixture was s... Starting materials: C(C)(C)(C)OC(=O)NC(C(=O)N[C@H]1C(NC2=C(CC1)C=CC=C2)=O)(C)C (2-t-Butoxycarbonylamino-2-methyl- N-[2,3,4,5-tetrahydro-2-oxo-1H-benzazepin-3(R)-yl]propanamide), CNC(=O)NCC1=C(C=CC=C1)C1=CC(=C(C=C1)CO)Br (2'-[[(methylamino)carbonyl]amino]methyl-3-bromo-1,1'-biphenyl-4-methanol), methanesulfonate ester. The product is C(C)(C)(C)OC(=O)NC(C(=O)N[C@H]1C(N(C2=C(CC1)C=CC=C2)CC2=C(C=C(C=C2)C2=C(C=CC=C2)CNC(=O)NC)Br)=O)(C)C (2-t-Butoxycarbonylamino-2-methyl- N-[2,3,4,5-tetrahydro-1-[[2'-[[[(methylamino)carbonyl]amino]methyl]-3-bromo[1,1'-biphenyl]-4-yl]methyl]-2-oxo-1H-benzazepin-3(R)-yl]propanamide). As a reaction SMILES: [C:1]([O:5][C:6]([NH:8][C:9]([CH3:26])([CH3:25])[C:10]([NH:12][C@@H:13]1[CH2:19][CH2:18][C:17]2[CH:20]=[CH:21][CH:22]=[CH:23][C:16]=2[NH:15][C:14]1=[O:24])=[O:11])=[O:7])([CH3:4])([CH3:3])[CH3:2].[CH3:27][NH:28][C:29]([NH:31][CH2:32][C:33]1[CH:38]=[CH:37][CH:36]=[CH:35][C:34]=1[C:39]1[CH:44]=[CH:43][C:42]([CH2:45]O)=[C:41]([Br:47])[CH:40]=1)=[O:30]>>[C:1]([O:5][C:6]([NH:8][C:9]([CH3:26])([CH3:25])[C:10]([NH:12][C@@H:13]1[CH2:19][CH2:18][C:17]2[CH:20]=[CH:21][CH:22]=[CH:23][C:16]=2[N:15]([CH2:45][C:42]2[CH:43]=[CH:44][C:39]([C:34]3[CH:35]=[CH:36][CH:37]=[CH:38][C:33]=3[CH2:32][NH:31][C:29]([NH:28][CH3:27])=[O:30])=[CH:40][C:41]=2[Br:47])[C:14]1=[O:24])=[O:11])=[O:7])([CH3:4])([CH3:2])[CH3:3]. Procedure details: Prepared from 2-t-butoxycarbonylamino-2-methyl- N-[2,3,4,5-tetrahydro-2-oxo-1H-benzazepin-3(R)-yl]propanamide (Step K) and 2'-[[(methylamino)carbonyl]amino]methyl-3-bromo-1,1'-biphenyl-4-methanol, methanesulfonate ester (Step J) according to the procedure described in Example 35, Step H. 1H NMR (200 MHz, CDCl3): δ 1.39 (s, 12H), 1.41 (s, 3H), 1.92 (m, 1H), 2.48-2.75 (m, 6H), 4.20 (d, 6 Hz, 2H), 4.52 (m, 2H), 4.70 (m, 1H), 4.92 (m, 2H), 7.08-7.35 (m, 10H) 7.42 (m, 1H).